From a dataset of the Open Reaction Database (ORD), a public repository of structured organic reaction records. describe an organic reaction: reactants, conditions, products, and yield Starting materials: CCOP(=O)(CCC#N)OCC, [H-], [Na+], C1CCOC1, O, O=Cc1ccccn1. The product is N#CC=Cc1ccccn1. RXN SMILES: [C:3](#[N:4])[CH2:5][CH2:6][P:7](=[O:8])([O:9][CH2:10][CH3:11])[O:12][CH2:13][CH3:14].[H-:1].[Na+:2].[O:24]1[CH2:25][CH2:26][CH2:27][CH2:28]1.[OH2:23].[n:15]1[c:16]([CH:21]=[O:22])[cH:17][cH:18][cH:19][cH:20]1>>[C:3](#[N:4])[CH:5]=[CH:6][c:16]1[n:15][cH:20][cH:19][cH:18][cH:17]1. Starting materials: C(C)(=O)OC1=CC=C(C=C1)C(C=C(C)C)SC(C=C(C)C)C1=CC=C(C=C1)OC(C)=O (4-acetoxyphenyl-3-methylbut-2-enylsulfide), O=P12OP3(=O)OP(=O)(O1)OP(=O)(O2)O3 (phosphorus pentoxide), [OH-].[K+] (potassium hydroxide), C(C)O (ethanol). Run in O (water), P(O)(O)(O)=O (phosphoric acid), O (water). Run at time 15 hour. The product is CC1(CCSC2=CC=C(C=C12)O)C (4,4-dimethyl-6-hvdroxythiochroman). Reaction SMILES: C(OC1C=CC([CH:11]([S:16][CH:17]([C:22]2C=CC(OC(=O)C)=CC=2)[CH:18]=[C:19](C)C)[CH:12]=[C:13]([CH3:15])[CH3:14])=CC=1)(=O)C.O=P12OP3(OP(OP(O3)(O1)=O)(=O)O2)=O.[OH-].[K+].[CH2:48]([OH:50])[CH3:49]>P(=O)(O)(O)O.O>[CH3:15][C:13]1([CH3:14])[C:18]2[C:17](=[CH:22][CH:49]=[C:48]([OH:50])[CH:19]=2)[S:16][CH2:11][CH2:12]1 |f:2.3|. Procedure: A mixture of 6.8 g (0.029 mmol) of 4-acetoxyphenyl-3-methylbut-2-enylsulfide and 17 g of 1:10 (w/w) phosphorus pentoxide in phosphoric acid was stirred at room temperature under nitrogen for 15hours. The reaction mixture was then treated with water and stirred for 40 min. The mixture was then extracted with 2×50 ml ether. The ether extracts were combined and the solvent removed in-vacuo. The residue was then stirred under nitrogen with a solution of 1.93 g (0.034 mmol) of potassium hydroxide in ...